Dataset: the Open Reaction Database (ORD), a public repository of structured organic reaction records. Task: describe an organic reaction: reactants, conditions, products, and yield Reactants: CC1=C(C=NN1C1=CC=CC=C1)C(=O)O (5-Methyl-1-phenyl-1H-pyrazole-4-carboxylic acid), CCN(C(C)C)C(C)C (DIPEA), Cl.NCC(=O)N1CCN(CC1)C(C1=C(C=CC=C1)C(F)(F)F)=O (2-amino-1-[4-(2-trifluoromethyl-benzoyl)-piperazin-1-yl]-ethanone hydrochloride salt), C=1C=CC2=C(C1)N=NN2O (HOBT), CCN=C=NCCCN(C)C (EDCI). Run in O (water), CN(C)C=O (DMF). Run at time 2 minute. Yields the product O=C(CNC(=O)C=1C=NN(C1C)C1=CC=CC=C1)N1CCN(CC1)C(C1=C(C=CC=C1)C(F)(F)F)=O (5-Methyl-1-phenyl-1H-pyrazole-4-carboxylic acid {2-oxo-2-[4-(2-trifluoromethyl-benzoyl)-piperazin-1-yl]-ethyl}-amide). Yield: 11.7%. RXN SMILES: CCN(C(C)C)C(C)C.Cl.[NH2:11][CH2:12][C:13]([N:15]1[CH2:20][CH2:19][N:18]([C:21](=[O:32])[C:22]2[CH:27]=[CH:26][CH:25]=[CH:24][C:23]=2[C:28]([F:31])([F:30])[F:29])[CH2:17][CH2:16]1)=[O:14].C1C=CC2N(O)N=NC=2C=1.CCN=C=NCCCN(C)C.[CH3:54][C:55]1[N:59]([C:60]2[CH:65]=[CH:64][CH:63]=[CH:62][CH:61]=2)[N:58]=[CH:57][C:56]=1[C:66](O)=[O:67]>CN(C=O)C.O>[O:14]=[C:13]([N:15]1[CH2:16][CH2:17][N:18]([C:21](=[O:32])[C:22]2[CH:27]=[CH:26][CH:25]=[CH:24][C:23]=2[C:28]([F:31])([F:29])[F:30])[CH2:19][CH2:20]1)[CH2:12][NH:11][C:66]([C:56]1[CH:57]=[N:58][N:59]([C:60]2[CH:65]=[CH:64][CH:63]=[CH:62][CH:61]=2)[C:55]=1[CH3:54])=[O:67] |f:1.2|. Procedure details: DIPEA (189 mg, 0.256 mL, 1.48 mmol) was added to a stirred solution of 2-amino-1-[4-(2-trifluoromethyl-benzoyl)-piperazin-1-yl]-ethanone hydrochloride salt (prepared by the method described above) (208 mg, 0.59 mmol) in DMF (2 mL). HOBT (80 mg, 0.59 mmol) and EDCI (114 mg, 0.59 mmol) were then added at room temperature. After 2 minutes, 5-Methyl-1-phenyl-1H-pyrazole-4-carboxylic acid (100 mg, 0.49 mmol) was added and the resulting mixture was stirred at room temperature for 4 hrs. Cold water was... The reactants are CN(C)c1ccncc1, COc1cc2nccc(Cl)c2cc1OC, Clc1ccccc1Cl, CCOC(=O)c1cc(-n2cccc2)ccc1O. Product: CCOC(=O)c1cc(-n2cccc2)ccc1Oc1ccnc2cc(OC)c(OC)cc12. As a reaction SMILES: [CH3:33][N:34]([CH3:35])[c:36]1[cH:37][cH:38][n:39][cH:40][cH:41]1.[Cl:18][c:19]1[cH:20][cH:21][n:22][c:23]2[cH:24][c:25]([O:31][CH3:32])[c:26]([O:29][CH3:30])[cH:27][c:28]12.[Cl:42][c:43]1[cH:44][cH:45][cH:46][cH:47][c:48]1[Cl:49].[n:1]1(-[c:6]2[cH:7][cH:8][c:9]([OH:17])[c:10]([C:11](=[O:12])[O:13][CH2:14][CH3:15])[cH:16]2)[cH:2][cH:3][cH:4][cH:5]1>>[n:1]1(-[c:6]2[cH:7][cH:8][c:9]([O:17][c:19]3[cH:20][cH:21][n:22][c:23]4[cH:24][c:25]([O:31][CH3:32])[c:26]([O:29][CH3:30])[cH:27][c:28]34)[c:10]([C:11](=[O:12])[O:13][CH2:14][CH3:15])[cH:16]2)[cH:2][cH:3][cH:4][cH:5]1.